From a dataset of the Open Reaction Database (ORD), a public repository of structured organic reaction records. describe an organic reaction: reactants, conditions, products, and yield The product is CCCCC(CC)COC(=O)c1cc(OC)c(O)c(OC)c1. The reactants are COc1cc(C(=O)O)cc(OC)c1O, CCCCC(CC)CO, Cc1ccccc1, Cc1ccc(S(=O)(=O)O)cc1. RXN SMILES: [C:10]([c:11]1[cH:12][c:13]([O:14][CH3:15])[c:16]([OH:17])[c:18]([O:19][CH3:20])[cH:21]1)(=[O:22])[OH:23].[CH2:1]([CH3:2])[CH:3]([CH2:4][OH:5])[CH2:6][CH2:7][CH2:8][CH3:9].[CH3:35][c:36]1[cH:37][cH:38][cH:39][cH:40][cH:41]1.[c:24]1([CH3:25])[cH:26][cH:27][c:28]([S:29]([OH:30])(=[O:31])=[O:32])[cH:33][cH:34]1>>[CH2:1]([CH3:2])[CH:3]([CH2:4][O:5][C:10]([c:11]1[cH:12][c:13]([O:14][CH3:15])[c:16]([OH:17])[c:18]([O:19][CH3:20])[cH:21]1)=[O:22])[CH2:6][CH2:7][CH2:8][CH3:9]. Reactants: [N+](=O)([O-])C1=C2C(=C[N+](=CC2=CC=C1)[O-])C=C (5-Nitro-4-vinylisoquinoline N-oxide), P(=O)(Cl)(Cl)Cl (phosphorus oxychloride), [OH-].[Na+] (sodium hydroxide). Solvent: C(Cl)(Cl)Cl (chloroform), ice water. Reaction conditions: temperature 60 celsius, time 1 hour. Yields the product ClC1=NC=C(C2=C(C=CC=C12)[N+](=O)[O-])C=C (1-Chloro-5-nitro-4-vinylisoquinoline). As a reaction SMILES: [N+:1]([C:4]1[CH:13]=[CH:12][CH:11]=[C:10]2[C:5]=1[C:6]([CH:15]=[CH2:16])=[CH:7][N+:8]([O-])=[CH:9]2)([O-:3])=[O:2].P(Cl)(Cl)([Cl:19])=O.[OH-].[Na+]>C(Cl)(Cl)Cl>[Cl:19][C:9]1[C:10]2[C:5](=[C:4]([N+:1]([O-:3])=[O:2])[CH:13]=[CH:12][CH:11]=2)[C:6]([CH:15]=[CH2:16])=[CH:7][N:8]=1 |f:2.3|. Procedure details: The 5-nitro-4-vinylisoquinoline N-oxide (27 g) obtained in Step B mentioned above was suspended in chloroform (300 ml), and added dropwise with phosphorus oxychloride (22.3 ml, Wako Pure Chemical Industries) under ice cooling. After the addition, the reaction mixture was warmed to 60° C., and stirred at the same temperature for one hour. The reaction mixture was poured into in ice water, and neutralized with 2 N sodium hydroxide with stirring. The organic layer was separated, and dried over anhy...